The task is: describe an organic reaction: reactants, conditions, products, and yield. This data is from the Open Reaction Database (ORD), a public repository of structured organic reaction records. The reactants are C(C)(=O)C1=CC(=C(C(=C1)Cl)NC1=NC2=C(C=3C(NC=CC13)=O)C=C(C=C2)Br)Cl (5-[(4-acetyl-2,6-dichlorophenyl)amino]-9-bromobenzo[c]-2,6-naphthyridin-1(2H)-one), C[Mg]Br (methyl magnesium bromide). Solvent: C1CCOC1 (THF). Reaction conditions: time 1 hour. The product is BrC1=CC2=C(N=C(C=3C=CNC(C23)=O)NC2=C(C=C(C=C2Cl)C(C)(C)O)Cl)C=C1 (9-Bromo-5-{[2,6-dichloro-4-(1-hydroxy-1-methylethyl)phenyl]amino}benzo[c]-2,6-naphthyridin-1(2H)-one). As a reaction SMILES: [C:1]([C:4]1[CH:9]=[C:8]([Cl:10])[C:7]([NH:11][C:12]2[C:21]3[CH:20]=[CH:19][NH:18][C:17](=[O:22])[C:16]=3[C:15]3[CH:23]=[C:24]([Br:27])[CH:25]=[CH:26][C:14]=3[N:13]=2)=[C:6]([Cl:28])[CH:5]=1)(=[O:3])[CH3:2].[CH3:29][Mg]Br>C1COCC1>[Br:27][C:24]1[CH:25]=[CH:26][C:14]2[N:13]=[C:12]([NH:11][C:7]3[C:6]([Cl:28])=[CH:5][C:4]([C:1]([OH:3])([CH3:29])[CH3:2])=[CH:9][C:8]=3[Cl:10])[C:21]3[CH:20]=[CH:19][NH:18][C:17](=[O:22])[C:16]=3[C:15]=2[CH:23]=1. Reported procedure: To a solution of 5-[(4-acetyl-2,6-dichlorophenyl)amino]-9-bromobenzo[c]-2,6-naphthyridin-1(2H)-one (Examples 94 and 95, Step 2) (109 mg, 0.23 mmol) in THF (3 mL) at −10° C. under nitrogen atmosphere was added methyl magnesium bromide (0.61 mL, 3.0 M in THF/toluene). The reaction mixture was stirred for 1 h keeping temperature between −5° C.-0° C. After allowing to warm to room temperature, the solution was quenched with water and diluted with 1:3 iPrOH/CHCl3 and neutralized with sat. NaHCO3. The... Procedure details: Part B. A solution of the pyridone from Part A (6.72 g, 25.9 mmol) in phosphorus oxychloride (52 mL, 25.5 mmol) was stirred at ambient temperature for 3 d. The reaction mixture was poured into a mixture of ice (150 g) and dichloromethane (200 mL). After the ice had melted, 100 mL more dichloromethane was added, and the pH of the mixture was adjusted to 7 with solid NaHCO3. The mixture was separated, and the aqueous phase was extracted with dichloromethane. The extracts were combined, dried over ... Yield: 90.0%. As a reaction SMILES: [CH2:1]([NH:8][C:9]1[CH:14]=[C:13]([CH3:15])[NH:12][C:11](=O)[C:10]=1[N+:17]([O-:19])=[O:18])[C:2]1[CH:7]=[CH:6][CH:5]=[CH:4][CH:3]=1.P(Cl)(Cl)([Cl:22])=O.C([O-])(O)=O.[Na+]>ClCCl>[CH2:1]([NH:8][C:9]1[CH:14]=[C:13]([CH3:15])[N:12]=[C:11]([Cl:22])[C:10]=1[N+:17]([O-:19])=[O:18])[C:2]1[CH:7]=[CH:6][CH:5]=[CH:4][CH:3]=1 |f:2.3|. The product is C(C1=CC=CC=C1)NC1=C(C(=NC(=C1)C)Cl)[N+](=O)[O-] (4-benzylamino-2-chloro-6-methyl-3-nitropyridine), solid. Run in ClCCl (dichloromethane), ClCCl (dichloromethane). The reactants are ice, ice, C(C1=CC=CC=C1)NC1=C(C(NC(=C1)C)=O)[N+](=O)[O-] (4-benzylamino-6-methyl-3-nitropyridone), P(=O)(Cl)(Cl)Cl (phosphorus oxychloride), C(=O)(O)[O-].[Na+] (NaHCO3). Starting materials: O=C1N(CCC1)CC(=O)N1CCNCC1 ((2-oxopyrrolidin-1-yl)acetylpiperazine), CN=C=O (methyl isocyanate). Run in C(Cl)Cl (CH2Cl2). Conditions: time 1 hour. The product is CNC(=O)N1CCN(CC1)C(CN1C(CCC1)=O)=O (1-Methylcarbamoyl-4-[(2-oxopyrrolidin-1-yl)acetyl]piperazine). The yield is 96.4%. RXN SMILES: [O:1]=[C:2]1[CH2:6][CH2:5][CH2:4][N:3]1[CH2:7][C:8]([N:10]1[CH2:15][CH2:14][NH:13][CH2:12][CH2:11]1)=[O:9].[CH3:16][N:17]=[C:18]=[O:19]>C(Cl)Cl>[CH3:16][NH:17][C:18]([N:13]1[CH2:12][CH2:11][N:10]([C:8](=[O:9])[CH2:7][N:3]2[CH2:4][CH2:5][CH2:6][C:2]2=[O:1])[CH2:15][CH2:14]1)=[O:19]. Reported procedure: 700 mg (3.31 mmol) of (2-oxopyrrolidin-1-yl)acetylpiperazine was dissolved in 10.5 ml of CH2Cl2, and 0.215 ml (3.64 mmol) of methyl isocyanate was added to the mixture under ice-cooling, and the mixture was warmed to room temperature and stirred for 1 hr. After evaporating CH2Cl2, the precipitated crystals were washed with Et2O and collected by filtration. By recrystallizing from EtOH-Et2O, 856 mg of the objective compound (yield: 96.3%) was obtained as colorless prisms. Reactants: CCO, NC(Cc1ccc([N+](=O)[O-])cc1)C(=O)O, O=S(Cl)Cl. The product is Cl, NC(Cc1ccc([N+](=O)[O-])cc1)C(=O)O. As a reaction SMILES: [CH3:20][CH2:21][OH:22].[N+:5](=[O:6])([O-:7])[c:8]1[cH:9][cH:10][c:11]([CH2:12][CH:13]([NH2:14])[C:15](=[O:16])[OH:17])[cH:18][cH:19]1.[S:1]([Cl:2])([Cl:3])=[O:4]>>[ClH:3].[N+:5](=[O:6])([O-:7])[c:8]1[cH:9][cH:10][c:11]([CH2:12][CH:13]([NH2:14])[C:15](=[O:16])[OH:17])[cH:18][cH:19]1. Starting materials: Cl.NNC(=O)N (semicarbazide hydrochloride), [OH-].[Na+] (sodium hydroxide), C(#N)C(=C(C#N)C#N)C#N (tetracyanoethylene). The solvent is O (water). Run at time 1.5 hour. Yields the product C(#N)C1=NN(C(=C1C#N)N)C(=O)N (3-cyano-4-cyano-5-amino-1H-pyrazole-1-carboxamide). Yield: 88.6%. Reaction SMILES: Cl.[NH2:2][NH:3][C:4]([NH2:6])=[O:5].[OH-].[Na+].[C:9]([C:11](C#N)=[C:12]([C:15]#[N:16])[C:13]#[N:14])#[N:10]>O>[C:9]([C:11]1[C:12]([C:13]#[N:14])=[C:15]([NH2:16])[N:3]([C:4]([NH2:6])=[O:5])[N:2]=1)#[N:10] |f:0.1,2.3|. Reported procedure: To a mixture of semicarbazide hydrochloride (11.2 g, 0.1 mol), water (200 ml) and sodium hydroxide (4.0 g, 0.1 mol) cooled in an ice-bath was added dropwise tetracyanoethylene (12.8 g, 0.1 mol). The reaction mixture was warmed to room temperature, stirred for 1.5 hours and then allowed to stand for 24 hours. The white precipitate which formed during the course of the reaction was collected by filtration and washed with water to afford 15.6 g (89%) of 3-cyano-4-cyano-5-amino-1H-pyrazole-1-carboxa... Starting materials: CO (methanol), CC([O-])(C)C.[K+] (potassium 1,1-dimethylethoxide), CC1=CC=C(C=C1)S(=O)(=O)C[N+]#[C-] ((4-methylbenzenesulphonyl)methyl isocyanide), ClC=1C=CC=2C3=C(N(C2C1)C)C(N(N=C3C=O)C3=CC=CC=C3)=O (7-chloro-5-methyl-4-oxo-3-phenyl-3,5-dihydro-4H-pyridazino[4,5-b]indole-1-carboxaldehyde). Solvent: COCCOC (1,2-dimethoxyethane). Run at temperature -60 celsius, time 30 minute. The product is ClC=1C=CC=2C3=C(N(C2C1)C)C(N(N=C3CC#N)C3=CC=CC=C3)=O (7-Chloro-5-methyl-4-oxo-3-phenyl-3,5-dihydro-4H-pyridazino[4,5-b]indole-1-acetonitrile). Yield: 62.8%. As a reaction SMILES: CC(C)(C)[O-].[K+].CC1C=CC(S([CH2:17][N+:18]#[C-])(=O)=O)=CC=1.[Cl:20][C:21]1[CH:22]=[CH:23][C:24]2[C:25]3[C:34]([CH:35]=O)=[N:33][N:32]([C:37]4[CH:42]=[CH:41][CH:40]=[CH:39][CH:38]=4)[C:31](=[O:43])[C:26]=3[N:27]([CH3:30])[C:28]=2[CH:29]=1.CO>COCCOC>[Cl:20][C:21]1[CH:22]=[CH:23][C:24]2[C:25]3[C:34]([CH2:35][C:17]#[N:18])=[N:33][N:32]([C:37]4[CH:42]=[CH:41][CH:40]=[CH:39][CH:38]=4)[C:31](=[O:43])[C:26]=3[N:27]([CH3:30])[C:28]=2[CH:29]=1 |f:0.1|. Procedure details: 1.27 g (10.96 mmol) of potassium 1,1-dimethylethoxide are added, in small portions, to a solution of 2.14 g (10.96 mmol) of (4-methylbenzenesulphonyl)methyl isocyanide in 50 ml of 1,2-dimethoxyethane, the reaction mixture is stirred for 30 min at −60° C., 2.88 g (8.53 mmol) of 7-chloro-5-methyl-4-oxo-3-phenyl-3,5-dihydro-4H-pyridazino[4,5-b]indole-1-carboxaldehyde are added and the reaction mixture is stirred for 3 hours 30 min at −60° C. 9 ml of methanol are added and the reaction mixture is fu... Reactants: CCCC[N+](CCCC)(CCCC)CCCC, CCOCC, CN(C)C=O, COc1ccc(O)cc1, ClCCc1c[nH]cn1, Cl, [H-], [I-], [Na+]. The product is COc1ccc(OCCc2c[nH]cn2)cc1. Reaction SMILES: [CH2:32]([N+:33]([CH2:34][CH2:35][CH2:36][CH3:37])([CH2:38][CH2:39][CH2:40][CH3:41])[CH2:42][CH2:43][CH2:44][CH3:45])[CH2:46][CH2:47][CH3:48].[CH3:21][CH2:22][O:23][CH2:24][CH3:25].[CH3:26][N:27]([CH3:28])[CH:29]=[O:30].[CH3:3][O:4][c:5]1[cH:6][cH:7][c:8]([OH:11])[cH:9][cH:10]1.[Cl:13][CH2:14][CH2:15][c:16]1[n:17][cH:18][nH:19][cH:20]1.[ClH:12].[H-:1].[I-:31].[Na+:2]>>[CH3:3][O:4][c:5]1[cH:6][cH:7][c:8]([O:11][CH2:14][CH2:15][c:16]2[n:17][cH:18][nH:19][cH:20]2)[cH:9][cH:10]1. The reactants are O=C1N(Cc2ccccc2)c2ccccc2C12CCNCC2, CC#N, C1CC(N2CCNCC2)C1, O=C(Cl)Oc1ccc([N+](=O)[O-])cc1, [K+], [K+], O=C([O-])[O-]. Yields the product O=C(N1CCN(C2CCC2)CC1)N1CCC2(CC1)C(=O)N(Cc1ccccc1)c1ccccc12. As a reaction SMILES: [CH2:1]([c:2]1[cH:3][cH:4][cH:5][cH:6][cH:7]1)[N:8]1[C:9](=[O:22])[C:10]2([c:11]3[cH:12][cH:13][cH:14][cH:15][c:16]31)[CH2:17][CH2:18][NH:19][CH2:20][CH2:21]2.[CH3:52][C:53]#[N:54].[CH:42]1([N:46]2[CH2:47][CH2:48][NH:49][CH2:50][CH2:51]2)[CH2:43][CH2:44][CH2:45]1.[Cl:23][C:24]([O:25][c:26]1[cH:27][cH:28][c:29]([N+:30]([O-:31])=[O:32])[cH:33][cH:34]1)=[O:35].[K+:36].[K+:37].[O-:38][C:39](=[O:40])[O-:41]>>[CH2:1]([c:2]1[cH:3][cH:4][cH:5][cH:6][cH:7]1)[N:8]1[C:9](=[O:22])[C:10]2([c:11]3[cH:12][cH:13][cH:14][cH:15][c:16]31)[CH2:17][CH2:18][N:19]([C:39](=[O:41])[N:49]1[CH2:48][CH2:47][N:46]([CH:42]3[CH2:43][CH2:44][CH2:45]3)[CH2:51][CH2:50]1)[CH2:20][CH2:21]2. Starting materials: COC(=O)C(C1=CC=CC=C1)N1C(C(C1SC)NC(CC1=CC=CC=C1)=O)=O (1-(α-Methoxycarbonylbenzyl)-4-methylthio-3-(2-phenylacetamido)-2-azetidinone). Reagents/catalysts: [Ni] (Raney nickel). The solvent is O1CCOCC1 (dioxane), O1CCOCC1 (dioxane). Reaction conditions: temperature 60 celsius, time 2 hour. The product is COC(=O)C(C1=CC=CC=C1)N1C(C(C1)NC(CC1=CC=CC=C1)=O)=O (1-(α-methoxycarbonylbenzyl)-3-(2-phenylacetamido)-2-azetidinone). Reaction SMILES: [CH3:1][O:2][C:3]([CH:5]([N:12]1[CH:15](SC)[CH:14]([NH:18][C:19](=[O:27])[CH2:20][C:21]2[CH:26]=[CH:25][CH:24]=[CH:23][CH:22]=2)[C:13]1=[O:28])[C:6]1[CH:11]=[CH:10][CH:9]=[CH:8][CH:7]=1)=[O:4]>O1CCOCC1.[Ni]>[CH3:1][O:2][C:3]([CH:5]([N:12]1[CH2:15][CH:14]([NH:18][C:19](=[O:27])[CH2:20][C:21]2[CH:26]=[CH:25][CH:24]=[CH:23][CH:22]=2)[C:13]1=[O:28])[C:6]1[CH:7]=[CH:8][CH:9]=[CH:10][CH:11]=1)=[O:4]. Procedure: 1-(α-Methoxycarbonylbenzyl)-4-methylthio-3-(2-phenylacetamido)-2-azetidinone (mixture of two trans isomers at the third and fourth positions of the azetidine ring) (0.50 g) was dissolved in dried dioxane (10 ml), and to the solution, there was added an dioxane solution (10 ml) containing Raney nickel (5 ml). The mixture was stirred at 60° C. for 2 hours. Raney nickel was removed by filtration to give a filtrate, which was evaporated to dryness under reduced pressure. The residue obtained was sub...